This data is from the Open Reaction Database (ORD), a public repository of structured organic reaction records. The task is: describe an organic reaction: reactants, conditions, products, and yield The reactants are CC(=O)O, [Na+], [OH-], O, OO, Cc1nn(C2CCCC2O)c(N)c1C#N. Yields the product Cc1nn(C2CCCC2O)c(N)c1C(N)=O. RXN SMILES: [CH3:20][C:21]([OH:22])=[O:23].[Na+:2].[OH-:1].[OH2:24].[OH:3][OH:4].[OH:5][CH:6]1[CH:7]([n:11]2[n:12][c:13]([CH3:19])[c:14]([C:17]#[N:18])[c:15]2[NH2:16])[CH2:8][CH2:9][CH2:10]1>>[OH:5][CH:6]1[CH:7]([n:11]2[n:12][c:13]([CH3:19])[c:14]([C:17]([NH2:18])=[O:22])[c:15]2[NH2:16])[CH2:8][CH2:9][CH2:10]1. The reactants are OC=1C=C(C#N)C=CC1 (3-hydroxybenzonitrile), P(=S)(OCC)(OCC)S ((EtO)2P(S)SH), OC1=C(C=CC=C1)C(N)=S (2-Hydroxybenzenecarbothioamide). The solvent is O (water). Product: OC=1C=C(C=CC1)C(N)=S (3 -Hydroxybenzenecarbothioamide). Yield: 57.0%. Reaction SMILES: O[C:2]1[CH:7]=[CH:6][CH:5]=[CH:4][C:3]=1[C:8](=[S:10])[NH2:9].[OH:11]C1C=C(C=CC=1)C#N.P(S)(OCC)(OCC)=S>O>[OH:11][C:7]1[CH:2]=[C:3]([C:8](=[S:10])[NH2:9])[CH:4]=[CH:5][CH:6]=1. Procedure: The procedure used for the preparation of 3a was repeated with 3-hydroxybenzonitrile (5.48 g, 46.1 mmol), (EtO)2P(S)SH (7.72 mL, 46.1 mmol) and water (9.2 mL) at 80° C. for 36 hr to give 3d (4.04 g, 57%) as a yellow solid after chromatographic purification on silica gel (gradient EtOAc/CH2Cl2 :6-12%) and crystallization from EtOAc/hexane. mp 139.0°-140.0° C.; IR (KBr) 3340, 3280, 3165, 1629, 1590, 1462 cm-1 ; 1H NMR (DMSO-d6) δ86.83 (1H, br d, J=7.0 Hz, Ar), 7.10-7.25 (2H, m, Ar), 7.27 (1H, s, A... Reported procedure: The title compound was prepared from 2-(5-bromo-1-methyl-1H-imidazol-4-yl)pyridine-4-carbonitrile and 4-(dihydroxyborophenyl)acetylene according to the procedure for the preparation of Example 3, part A. [M+H] Calc'd for C18H12N4, 285. Found, 285. The reactants are BrC1=C(N=CN1C)C1=NC=CC(=C1)C#N (2-(5-bromo-1-methyl-1H-imidazol-4-yl)pyridine-4-carbonitrile), B(C1=CC=C(C=C1)C#C)(O)O (4-(dihydroxyborophenyl)acetylene). Reaction SMILES: Br[C:2]1[N:6]([CH3:7])[CH:5]=[N:4][C:3]=1[C:8]1[CH:13]=[C:12]([C:14]#[N:15])[CH:11]=[CH:10][N:9]=1.B(O)(O)[C:17]1[CH:22]=[CH:21][C:20]([C:23]#[CH:24])=[CH:19][CH:18]=1>>[C:23]([C:20]1[CH:21]=[CH:22][C:17]([C:2]2[N:6]([CH3:7])[CH:5]=[N:4][C:3]=2[C:8]2[CH:13]=[C:12]([C:14]#[N:15])[CH:11]=[CH:10][N:9]=2)=[CH:18][CH:19]=1)#[CH:24]. Yields the product C(#C)C1=CC=C(C=C1)C1=C(N=CN1C)C1=NC=CC(=C1)C#N (2-[5-(4-ethynylphenyl)-1-methyl-1H-imidazol-4-yl]pyridine-4-carbonitrile). Starting materials: CC(C#C)(C)O (3-methyl-1-butyn-3-ol), COCCBr (2-bromoethyl methyl ether). Yields the product COCCOC(C#C)(C)C (3-(2-methoxyethoxy)-3-methyl-1-butyne). Isolated yield 61.6%. Reaction SMILES: [CH3:1][C:2]([OH:6])([CH3:5])[C:3]#[CH:4].[CH3:7][O:8][CH2:9][CH2:10]Br>>[CH3:7][O:8][CH2:9][CH2:10][O:6][C:2]([CH3:5])([CH3:1])[C:3]#[CH:4]. Procedure details: In accordance with the procedure of the step 1 of Example 10, and using 21.7 g of 3-methyl-1-butyn-3-ol and 39.4 g of 2-bromoethyl methyl ether, 22.6 g of 3-(2-methoxyethoxy)-3-methyl-1-butyne was obtained. The reactants are N1(CCCCC1)C(=O)Cl (piperidinecarbonyl chloride), C(C)(C)N(C(C)C)CC (N,N-diisopropylethylamine), FC1=CC2=C(NC(=N2)C2=NN(C=C2N)C2OCCCC2)C=C1N1CCOCC1 (3-(5-fluoro-6-morpholin-4-yl-1H-benzimidazol-2-yl)-1-(tetrahydropyran-2-yl)-1H-pyrazol-4-ylamine). Run in C1CCOC1 (THF). Conditions: time 48 hour. Yields the product FC1=CC2=C(NC(=N2)C2=NN(C=C2NC(=O)N2CCCCC2)C2OCCCC2)C=C1N1CCOCC1 (piperidine-1-carboxylic acid [3-(5-fluoro-6-morpholin-4-yl-1H-benzimidazol-2-yl)-1-(tetrahydropyran-2-yl)-1H-pyrazol-4-yl]amide). Reaction SMILES: [N:1]1([C:7](Cl)=[O:8])[CH2:6][CH2:5][CH2:4][CH2:3][CH2:2]1.C(N(CC)C(C)C)(C)C.[F:19][C:20]1[C:40]([N:41]2[CH2:46][CH2:45][O:44][CH2:43][CH2:42]2)=[CH:39][C:23]2[NH:24][C:25]([C:27]3[C:31]([NH2:32])=[CH:30][N:29]([CH:33]4[CH2:38][CH2:37][CH2:36][CH2:35][O:34]4)[N:28]=3)=[N:26][C:22]=2[CH:21]=1>C1COCC1>[F:19][C:20]1[C:40]([N:41]2[CH2:42][CH2:43][O:44][CH2:45][CH2:46]2)=[CH:39][C:23]2[NH:24][C:25]([C:27]3[C:31]([NH:32][C:7]([N:1]4[CH2:6][CH2:5][CH2:4][CH2:3][CH2:2]4)=[O:8])=[CH:30][N:29]([CH:33]4[CH2:38][CH2:37][CH2:36][CH2:35][O:34]4)[N:28]=3)=[N:26][C:22]=2[CH:21]=1. Procedure: 10 mL of piperidinecarbonyl chloride and 13.55 mL of N,N-diisopropylethylamine are added to a solution of 10 g of 3-(5-fluoro-6-morpholin-4-yl-1H-benzimidazol-2-yl)-1-(tetrahydropyran-2-yl)-1H-pyrazol-4-ylamine in 200 mL of THF. The reaction mixture is refluxed for 3 hours and then left stirring at ambient temperature for 48 hours. After concentration of the medium vacuum in a rotary evaporator, the reaction crude is purified by flash chromatography on 1200 g of 40-63 μM silica, elution being ca...